From a dataset of the Open Reaction Database (ORD), a public repository of structured organic reaction records. describe an organic reaction: reactants, conditions, products, and yield The reactants are C(C)(C)(C)OC(=O)C1=CC(=C(C=C1)C=1C(=NN(C1CCCC)C1=CC=CC=C1)C(=O)OCC)C(=O)N1CC2=CC=CC=C2C[C@H]1CO (ethyl 4-(4-(tert-butoxycarbonyl)-2-((S)-3-(hydroxymethyl)-1,2,3,4-tetrahydroisoquinoline-2-carbonyl)phenyl)-5-butyl-1-phenyl-1H-pyrazole-3-carboxylate), C1(=CC=CC=C1)P(C1=CC=CC=C1)C1=CC=CC=C1 (triphenylphosphine), P(OC1=CC=CC=C1)(OC1=CC=CC=C1)(=O)N=[N+]=[N-] (diphenyl phosphorazidate), CC(C)OC(=O)/N=N/C(=O)OC(C)C (DIAD). Solvent: C1CCOC1 (THF), CCOC(=O)C (EtOAc). Run at time 8 hour. The product is N(=[N+]=[N-])C[C@H]1N(CC2=CC=CC=C2C1)C(=O)C1=C(C=CC(=C1)C(=O)OC(C)(C)C)C=1C(=NN(C1CCCC)C1=CC=CC=C1)C(=O)OCC (Ethyl 4-(2-((S)-3-(azidomethyl)-1,2,3,4-tetrahydroisoquinoline-2-carbonyl)-4-(tert-butoxycarbonyl)phenyl)-5-butyl-1-phenyl-1H-pyrazole-3-carboxylate). Isolated yield 73.3%. Reaction SMILES: [C:1]([O:5][C:6]([C:8]1[CH:13]=[CH:12][C:11]([C:14]2[C:15]([C:29]([O:31][CH2:32][CH3:33])=[O:30])=[N:16][N:17]([C:23]3[CH:28]=[CH:27][CH:26]=[CH:25][CH:24]=3)[C:18]=2[CH2:19][CH2:20][CH2:21][CH3:22])=[C:10]([C:34]([N:36]2[C@H:45]([CH2:46]O)[CH2:44][C:43]3[C:38](=[CH:39][CH:40]=[CH:41][CH:42]=3)[CH2:37]2)=[O:35])[CH:9]=1)=[O:7])([CH3:4])([CH3:3])[CH3:2].C1(P(C2C=CC=CC=2)C2C=CC=CC=2)C=CC=CC=1.CC(OC(/N=N/C(OC(C)C)=O)=O)C.P([N:97]=[N+:98]=[N-:99])(=O)(OC1C=CC=CC=1)OC1C=CC=CC=1>C1COCC1.CCOC(C)=O>[N:97]([CH2:46][C@@H:45]1[CH2:44][C:43]2[C:38](=[CH:39][CH:40]=[CH:41][CH:42]=2)[CH2:37][N:36]1[C:34]([C:10]1[CH:9]=[C:8]([C:6]([O:5][C:1]([CH3:3])([CH3:2])[CH3:4])=[O:7])[CH:13]=[CH:12][C:11]=1[C:14]1[C:15]([C:29]([O:31][CH2:32][CH3:33])=[O:30])=[N:16][N:17]([C:23]2[CH:28]=[CH:27][CH:26]=[CH:25][CH:24]=2)[C:18]=1[CH2:19][CH2:20][CH2:21][CH3:22])=[O:35])=[N+:98]=[N-:99]. Reported procedure: To a solution of ethyl 4-(4-(tert-butoxycarbonyl)-2-((S)-3-(hydroxymethyl)-1,2,3,4-tetrahydroisoquinoline-2-carbonyl)phenyl)-5-butyl-1-phenyl-1H-pyrazole-3-carboxylate (113 mg, 0.177 mmol) in THF (2 mL) was added triphenylphosphine (55.8 mg, 0.213 mmol) followed by DIAD (0.041 mL, 0.213 mmol) and diphenyl phosphorazidate (58 mg, 0.21 mmol). After stirring at room temperature overnight, a second addition of all three reagents was added (1.2 eq each) and stirring was continued for 3 h. The reactio... The reactants are ClC1=CC(=C(NCCN)C=C1Cl)[N+](=O)[O-] (4,5-dichloro-2-nitro-N-β-aminoethylaniline), C(O)CN (monoethanolamine). The solvent is O (water). The product is ClC1=C(NCCO)C=C(C(=C1)[N+](=O)[O-])NCCN (2-chloro-5-β-aminoethylamino-4-nitro-N-(β-hydroxyethyl)aniline). Reaction SMILES: [Cl:1][C:2]1[C:11](Cl)=[CH:10][C:5]([NH:6][CH2:7][CH2:8][NH2:9])=[C:4]([N+:13]([O-:15])=[O:14])[CH:3]=1.[CH2:16]([CH2:18][NH2:19])[OH:17]>O>[Cl:1][C:2]1[CH:3]=[C:4]([N+:13]([O-:15])=[O:14])[C:5]([NH:6][CH2:7][CH2:8][NH2:9])=[CH:10][C:11]=1[NH:19][CH2:18][CH2:16][OH:17]. Procedure details: 0.04 mole (10 g) of 4,5-dichloro-2-nitro-N-β-aminoethylaniline prepared in the 1st stage is heated in 40 ml of monoethanolamine for 30 minutes to 100° C. The reaction mixture is diluted with 450 ml of iced water. An impurity is precipitated by adding hydrochloric acid and is removed by filtration. The filtrate is made alkaline with concentrated sodium hydroxide solution. The expected product precipitates. After filtration and drying, it is purified as its hydrochloride before being recrystallize... Reactants: C1(CCCCC1)NC=1N(N=C2C=CC=CC12)C1=CC=CC=C1 (cyclohexyl-(2-phenyl-2H-indazol-3-yl)-amine), COC(C1=CC(=C(C=C1)N=C=O)Cl)=O (3-chloro-4-isocyanato-benzoic acid methyl ester). Run in C1(=CC=CC=C1)C (toluene). The product is COC(C1=CC(=C(C=C1)NC(=O)N(C=1N(N=C2C=CC=CC12)C1=CC=CC=C1)C1CCCCC1)Cl)=O (3-Chloro-4-[3-cyclohexyl-3-(2-phenyl-2H-indazol-3-yl)-ureido]-benzoic acid methyl ester). RXN SMILES: [CH:1]1([NH:7][C:8]2[N:9]([C:17]3[CH:22]=[CH:21][CH:20]=[CH:19][CH:18]=3)[N:10]=[C:11]3[C:16]=2[CH:15]=[CH:14][CH:13]=[CH:12]3)[CH2:6][CH2:5][CH2:4][CH2:3][CH2:2]1.[CH3:23][O:24][C:25](=[O:36])[C:26]1[CH:31]=[CH:30][C:29]([N:32]=[C:33]=[O:34])=[C:28]([Cl:35])[CH:27]=1>C1(C)C=CC=CC=1>[CH3:23][O:24][C:25](=[O:36])[C:26]1[CH:31]=[CH:30][C:29]([NH:32][C:33]([N:7]([CH:1]2[CH2:6][CH2:5][CH2:4][CH2:3][CH2:2]2)[C:8]2[N:9]([C:17]3[CH:18]=[CH:19][CH:20]=[CH:21][CH:22]=3)[N:10]=[C:11]3[C:16]=2[CH:15]=[CH:14][CH:13]=[CH:12]3)=[O:34])=[C:28]([Cl:35])[CH:27]=1. Procedure: In analogy to the procedure described in example 1.2, cyclohexyl-(2-phenyl-2H-indazol-3-yl)-amine (example 1.1) was reacted with 3-chloro-4-isocyanato-benzoic acid methyl ester (example 9.1) in toluene for 4 days under reflux conditions to give the title compound as white solid. MS: m/e=503.0 [M+H+]. Reactants: CCCC1CC(NC(=O)OC(C)(C)C)CCC1N1CCC(NC(=O)OCc2ccccc2)C1=O, CO. Yields the product CCCC1CC(NC(=O)OC(C)(C)C)CCC1N1CCC(N)C1=O. As a reaction SMILES: [CH2:1]([O:2][C:3](=[O:4])[NH:10][CH:11]1[C:12](=[O:33])[N:13]([CH:16]2[CH:17]([CH2:30][CH2:31][CH3:32])[CH2:18][CH:19]([NH:22][C:23](=[O:24])[O:25][C:26]([CH3:27])([CH3:28])[CH3:29])[CH2:20][CH2:21]2)[CH2:14][CH2:15]1)[c:5]1[cH:6][cH:7][cH:8][cH:9][cH:34]1.[CH3:35][OH:36]>>[NH2:10][CH:11]1[C:12](=[O:33])[N:13]([CH:16]2[CH:17]([CH2:30][CH2:31][CH3:32])[CH2:18][CH:19]([NH:22][C:23](=[O:24])[O:25][C:26]([CH3:27])([CH3:28])[CH3:29])[CH2:20][CH2:21]2)[CH2:14][CH2:15]1. Starting materials: CC1=NOC(=N1)C1CCN(CC1)C(=O)OC(C)(C)C (tert-butyl 4-(3-methyl-1,2,4-oxadiazol-5-yl)piperidine-1-carboxylate), C(C)(=O)Cl (acetyl chloride). Run in CO (MeOH), CO (MeOH). Run at temperature 60 celsius. Yields the product Cl.CC1=NOC(=N1)C1CCNCC1 (4-(3-Methyl-[1,2,4]oxadiazol-5-yl)-piperidine hydrochloride). Isolated yield 45.6%. RXN SMILES: [CH3:1][C:2]1[N:6]=[C:5]([CH:7]2[CH2:12][CH2:11][N:10](C(OC(C)(C)C)=O)[CH2:9][CH2:8]2)[O:4][N:3]=1.C([Cl:23])(=O)C>CO>[ClH:23].[CH3:1][C:2]1[N:6]=[C:5]([CH:7]2[CH2:12][CH2:11][NH:10][CH2:9][CH2:8]2)[O:4][N:3]=1 |f:3.4|. Procedure details: Crude tert-butyl 4-(3-methyl-1,2,4-oxadiazol-5-yl)piperidine-1-carboxylate (5.73 g, 21.3 mmol) was dissolved in MeOH (100 mL) and a premixed solution of acetyl chloride (1.53 mL, 42.8 mmol) in MeOH (10 mL) was added and the mixture heated to 60° C. for 1 hour, then the solvents were evaporated and the resultant gum triturated with dichloromethane/diethyl ether (1:1) to give a cream solid which was filtered, washed with diethyl ether and dried, to give the title compound as a solid (1.98 g, 55% y... Starting materials: CCO, Nc1ccc(S(=O)(=O)C(F)(F)F)cc1[N+](=O)[O-]. The product is Nc1ccc(S(=O)(=O)C(F)(F)F)cc1N. RXN SMILES: [CH3:18][CH2:19][OH:20].[N+:1]([O-:2])(=[O:3])[c:4]1[c:5]([NH2:17])[cH:6][cH:7][c:8]([S:10](=[O:11])(=[O:12])[C:13]([F:14])([F:15])[F:16])[cH:9]1>>[NH2:1][c:4]1[c:5]([NH2:17])[cH:6][cH:7][c:8]([S:10](=[O:11])(=[O:12])[C:13]([F:14])([F:15])[F:16])[cH:9]1. The reactants are CCOC(=O)c1n[nH]c2cc(CNC(=O)OC(C)(C)C)ccc12, FC(F)Oc1ccc(CBr)cc1. Yields the product CCOC(=O)c1nn(Cc2ccc(OC(F)F)cc2)c2cc(CNC(=O)OC(C)(C)C)ccc12. RXN SMILES: [CH2:1]([CH3:2])[O:3][C:4](=[O:5])[c:6]1[n:7][nH:8][c:9]2[cH:10][c:11]([CH2:15][NH:16][C:17](=[O:18])[O:19][C:20]([CH3:21])([CH3:22])[CH3:23])[cH:12][cH:13][c:14]12.[F:24][CH:25]([O:26][c:27]1[cH:28][cH:29][c:30]([CH2:31][Br:32])[cH:33][cH:34]1)[F:35]>>[CH2:1]([CH3:2])[O:3][C:4](=[O:5])[c:6]1[n:7][n:8]([CH2:31][c:30]2[cH:29][cH:28][c:27]([O:26][CH:25]([F:24])[F:35])[cH:34][cH:33]2)[c:9]2[cH:10][c:11]([CH2:15][NH:16][C:17](=[O:18])[O:19][C:20]([CH3:21])([CH3:22])[CH3:23])[cH:12][cH:13][c:14]12.